Task: describe an organic reaction: reactants, conditions, products, and yield. Dataset: the Open Reaction Database (ORD), a public repository of structured organic reaction records Reactants: CCO, CCOC(=O)Cl, Cl, Cc1cc(N)sn1, O, c1ccncc1. Product: CCOC(=O)Nc1cc(C)ns1. RXN SMILES: [CH3:16][CH2:17][OH:18].[Cl:9][C:10](=[O:11])[O:12][CH2:13][CH3:14].[ClH:1].[NH2:2][c:3]1[cH:4][c:5]([CH3:8])[n:6][s:7]1.[OH2:15].[cH:19]1[cH:20][cH:21][n:22][cH:23][cH:24]1>>[NH:2]([c:3]1[cH:4][c:5]([CH3:8])[n:6][s:7]1)[C:10](=[O:11])[O:12][CH2:13][CH3:14].